From a dataset of the Open Reaction Database (ORD), a public repository of structured organic reaction records. describe an organic reaction: reactants, conditions, products, and yield Reactants: BrC1=CN=CC2=CC=CC=C12 (4-bromoisoquinoline), COC1=C(C=CC=C1)B(O)O (2-methoxyphenylboronic acid), C(=O)([O-])[O-].[K+].[K+] (K2CO3). The reagents and catalysts are C=1C=CC(=CC1)[P](C=2C=CC=CC2)(C=3C=CC=CC3)[Pd]([P](C=4C=CC=CC4)(C=5C=CC=CC5)C=6C=CC=CC6)([P](C=7C=CC=CC7)(C=8C=CC=CC8)C=9C=CC=CC9)[P](C=1C=CC=CC1)(C=1C=CC=CC1)C=1C=CC=CC1 (Pd(PPh3)4). Solvent: CN(C)C=O.O (DMF water). Conditions: temperature 50 celsius, time 12 hour. Product: COC1=C(C=CC=C1)C1=CN=CC2=CC=CC=C12 (4-(2-methoxyphenyl) isoquinoline). Reaction SMILES: Br[C:2]1[C:11]2[C:6](=[CH:7][CH:8]=[CH:9][CH:10]=2)[CH:5]=[N:4][CH:3]=1.[CH3:12][O:13][C:14]1[CH:19]=[CH:18][CH:17]=[CH:16][C:15]=1B(O)O.C([O-])([O-])=O.[K+].[K+]>CN(C=O)C.O.C1C=CC([P]([Pd]([P](C2C=CC=CC=2)(C2C=CC=CC=2)C2C=CC=CC=2)([P](C2C=CC=CC=2)(C2C=CC=CC=2)C2C=CC=CC=2)[P](C2C=CC=CC=2)(C2C=CC=CC=2)C2C=CC=CC=2)(C2C=CC=CC=2)C2C=CC=CC=2)=CC=1>[CH3:12][O:13][C:14]1[CH:19]=[CH:18][CH:17]=[CH:16][C:15]=1[C:2]1[C:11]2[C:6](=[CH:7][CH:8]=[CH:9][CH:10]=2)[CH:5]=[N:4][CH:3]=1 |f:2.3.4,5.6,^1:38,40,59,78|. Procedure details: A solution of 4-bromoisoquinoline (2.06 g, 10 mmol), prepared as described in the Journal of Organic Chemistry 2003, 68, 9412-9415, 2-methoxyphenylboronic acid (2.79 g, 10 mmol), Pd(PPh3)4 (5% mol), K2CO3 (5 g) in DMF/water (3/1) is stirred at 50° C. for 12 hours. The reaction mixture is then pored on water (150 mL). The aqueous phase is extracted with ethyl acetate (3×100 mL). The combined organic layers are washed with water (3×200 mL). The organic phase is dried over magnesium sulfate and eva... Yield: 100.5%. Solvent: O1CCOCC1 (dioxan). Reaction conditions: time 4 hour. As a reaction SMILES: [C:1]12([C:11]3[CH:12]=[C:13]([CH:18]=[CH:19][C:20]=3[CH:21]=[CH2:22])[C:14]([O:16][CH3:17])=[O:15])[CH2:10][CH:5]3[CH2:6][CH:7]([CH2:9][CH:3]([CH2:4]3)[CH2:2]1)[CH2:8]2>[Pd].O1CCOCC1>[C:1]12([C:11]3[CH:12]=[C:13]([CH:18]=[CH:19][C:20]=3[CH2:21][CH3:22])[C:14]([O:16][CH3:17])=[O:15])[CH2:2][CH:3]3[CH2:9][CH:7]([CH2:6][CH:5]([CH2:4]3)[CH2:10]1)[CH2:8]2. The product is C12(CC3CC(CC(C1)C3)C2)C=2C=C(C(=O)OC)C=CC2CC (methyl 3-(1-adamantyl)-4-ethylbenzoate). Reported procedure: Into a reactor there are introduced 3 g (10 mmoles) of methyl 3-(1-adamantyl)-4-vinylbenzoate, 270 mg of palladium on charcoal (5%) and 50 ml of dioxan. Hydrogenation is effected at ambient temperature and under a pressure of 4 bars for 4 hours. The catalyst is filtered and the filtrate is evaporated. 3 g (100% yield) of the expected product in the form of a colorless oil are recovered. The reactants are C12(CC3CC(CC(C1)C3)C2)C=2C=C(C(=O)OC)C=CC2C=C (methyl 3-(1-adamantyl)-4-vinylbenzoate). Reagents/catalysts: [Pd] (palladium on charcoal).